describe an organic reaction: reactants, conditions, products, and yield From a dataset of the Open Reaction Database (ORD), a public repository of structured organic reaction records. The reactants are [S@@]1(OCC2N1CCCC2)=O ((S)-Hexahydro-[1,2,3]oxathiazolo[3,4-a]pyridine 1-oxide), [O-]I(=O)(=O)=O.[Na+] (sodium (meta)periodate), O (H2O). The reagents and catalysts are O.[Ru](Cl)(Cl)Cl (ruthenium(III) chloride hydrate). Solvent: C(C)#N (acetonitrile), C(=O)(O)[O-].[Na+] (NaHCO3), CCOC(=O)C (EtOAc). Run at temperature 0 celsius, time 20 minute. The product is S1(OC[C@H]2N1CCCC2)(=O)=O ((S)—Hexahydro-[1,2,3]oxathiazolo[3,4-a]pyridine 1,1-dioxide), oil. The yield is 76.0%. RXN SMILES: [S@@:1]1(=[O:10])[N:5]2[CH2:6][CH2:7][CH2:8][CH2:9][CH:4]2[CH2:3][O:2]1.[O-:11]I(=O)(=O)=O.[Na+].O>C(#N)C.C([O-])(O)=O.[Na+].CCOC(C)=O.O.[Ru](Cl)(Cl)Cl>[S:1]1(=[O:11])(=[O:10])[N:5]2[CH2:6][CH2:7][CH2:8][CH2:9][C@H:4]2[CH2:3][O:2]1 |f:1.2,5.6,8.9|. Reported procedure: To a solution of (S)-Hexahydro-[1,2,3]oxathiazolo[3,4-a]pyridine 1-oxide (1.31 g, 8.125 mmol) in anhydrous acetonitrile (10 mL) was added sodium (meta)periodate (1.91 g, 8.9375 mmol), followed by ruthenium(III) chloride hydrate (17 mg, 0.08125 mmol), and then H2O (10 mL). The mixture was stirred at 0° C. for 10 min and at rt for 20 min, then diluted with saturated NaHCO3 (30 mL) and EtOAc (100 mL). The aqueous layer was extracted with EtOAc (80 mL) and DCM (80 mL). The combined organic layer was... The reactants are CC1(C)OCC(c2csc(Br)n2)O1, [Li]CCCC, CCCCCC, CN(C)C=O, C1CCOC1, O=C(O)CC(O)(CC(=O)O)C(=O)O. Product: CC1(C)OCC(c2csc(C=O)n2)O1. RXN SMILES: [Br:1][c:2]1[s:3][cH:4][c:5]([CH:7]2[O:8][C:9]([CH3:12])([CH3:13])[O:10][CH2:11]2)[n:6]1.[CH2:20]([Li:21])[CH2:22][CH2:23][CH3:24].[CH3:14][CH2:15][CH2:16][CH2:17][CH2:18][CH3:19].[CH3:25][N:26]([CH:27]=[O:28])[CH3:29].[O:43]1[CH2:44][CH2:45][CH2:46][CH2:47]1.[OH:30][C:31]([CH2:32][C:33]([C:34](=[O:35])[OH:36])([CH2:37][C:38](=[O:39])[OH:40])[OH:41])=[O:42]>>[c:2]1([CH:27]=[O:28])[s:3][cH:4][c:5]([CH:7]2[O:8][C:9]([CH3:12])([CH3:13])[O:10][CH2:11]2)[n:6]1. Reactants: ClCCl, Clc1ccc(Cl)nc1, Oc1ccccc1O. Yields the product Oc1ccccc1Oc1ccc(Cl)cn1. Reaction SMILES: [CH2:17]([Cl:18])[Cl:19].[Cl:9][c:10]1[n:11][cH:12][c:13]([Cl:16])[cH:14][cH:15]1.[OH:1][c:2]1[cH:3][cH:4][cH:5][cH:6][c:7]1[OH:8]>>[O:1]([c:2]1[cH:3][cH:4][cH:5][cH:6][c:7]1[OH:8])[c:10]1[n:11][cH:12][c:13]([Cl:16])[cH:14][cH:15]1. The reactants are ClCCCBr, CCO, [H-], [Na+], N#Cc1cccc(O)c1. Yields the product N#Cc1cccc(OCCCCl)c1. Reaction SMILES: [Br:1][CH2:2][CH2:3][CH2:4][Cl:5].[CH3:17][CH2:18][OH:19].[H-:6].[Na+:7].[OH:8][c:9]1[cH:10][c:11]([C:12]#[N:13])[cH:14][cH:15][cH:16]1>>[CH2:2]([CH2:3][CH2:4][Cl:5])[O:8][c:9]1[cH:10][c:11]([C:12]#[N:13])[cH:14][cH:15][cH:16]1. Starting materials: C(C)C1C(CC(C(C(OC(C2CCCCN2C(C(C2(C(CC(C(C(CC(CC(=C1)C)C)OC)O2)OC)C)O)=O)=O)=O)C(=CC2CC(C(CC2)OCC(O)C2=CC1=CC=CC=C1C=C2)OC)C)C)O[Si](C)(C)C(C)(C)C)=O (17-Ethyl-1-hydroxy-14-(tert-butyldimethylsiloxy)-12-[2'-(4"-(2'"-(2-naphthyl)-2'"-hydroxyethyloxy)-3"-methoxycyclohexyl)-1'-methylvinyl]-23,25-dimethoxy-13,19,21,27-tetramethyl-11,28-dioxa-4-azatricyclo[22.3.1.04,9 ]octacos-18-ene-2,3,10,16-tetraone). The solvent is N1=CC=CC=C1 (pyridine). Yields the product C(C)C1C(CC(C(C(OC(C2CCCCN2C(C(C2(C(CC(C(C(CC(CC(=C1)C)C)OC)O2)OC)C)O)=O)=O)=O)C(=CC2CC(C(CC2)OCC(O)C2=CC1=CC=CC=C1C=C2)OC)C)C)O)=O (17-Ethyl-1,14-dihydroxy-12-[2'-(4"-(2'"-(2-naphthyl)-2'"-hydroxyethyloxy)-3"-methoxycyclohexyl)-1'-methylvinyl]-23,25-dimethoxy-13,19,21,27-tetramethyl-11,28-dioxa-4-azatricyclo[22.3.1.04,9 ]octacos-18-ene-2,3,10,16-tetraone). As a reaction SMILES: [CH2:1]([CH:3]1[CH:29]=[C:28]([CH3:30])[CH2:27][CH:26]([CH3:31])[CH2:25][CH:24]([O:32][CH3:33])[CH:23]2[O:34][C:19]([OH:38])([CH:20]([CH3:37])[CH2:21][CH:22]2[O:35][CH3:36])[C:18](=[O:39])[C:17](=[O:40])[N:16]2[CH:11]([CH2:12][CH2:13][CH2:14][CH2:15]2)[C:10](=[O:41])[O:9][CH:8]([C:42]([CH3:66])=[CH:43][CH:44]2[CH2:49][CH2:48][CH:47]([O:50][CH2:51][CH:52]([C:54]3[CH:63]=[CH:62][C:61]4[C:56](=[CH:57][CH:58]=[CH:59][CH:60]=4)[CH:55]=3)[OH:53])[CH:46]([O:64][CH3:65])[CH2:45]2)[CH:7]([CH3:67])[CH:6]([O:68][Si](C(C)(C)C)(C)C)[CH2:5][C:4]1=[O:76])[CH3:2]>N1C=CC=CC=1>[CH2:1]([CH:3]1[CH:29]=[C:28]([CH3:30])[CH2:27][CH:26]([CH3:31])[CH2:25][CH:24]([O:32][CH3:33])[CH:23]2[O:34][C:19]([OH:38])([CH:20]([CH3:37])[CH2:21][CH:22]2[O:35][CH3:36])[C:18](=[O:39])[C:17](=[O:40])[N:16]2[CH:11]([CH2:12][CH2:13][CH2:14][CH2:15]2)[C:10](=[O:41])[O:9][CH:8]([C:42]([CH3:66])=[CH:43][CH:44]2[CH2:49][CH2:48][CH:47]([O:50][CH2:51][CH:52]([C:54]3[CH:63]=[CH:62][C:61]4[C:56](=[CH:57][CH:58]=[CH:59][CH:60]=4)[CH:55]=3)[OH:53])[CH:46]([O:64][CH3:65])[CH2:45]2)[CH:7]([CH3:67])[CH:6]([OH:68])[CH2:5][C:4]1=[O:76])[CH3:2]. Procedure details: The product from Step A was deprotected with HF/pyridine as described in Step B from above to afford 190 mg of the title compound as a colorless solid (1H NMR was consistent with the desired structure). Starting materials: COC1=CC=CC2=C1C(=O)C3=C(C2=O)C(=C4C[C@](C[C@@H](C4=C3O)O)(C(=O)CBr)O)O (14-bromodaunomycinone), C(Cl)(Cl)Cl (CHCl3), [OH-].[Na+] (NaOH). Run in CC(=O)C (acetone). Yields the product COC1=CC=CC2=C1C(=O)C3=C(C2=O)C(=C4C[C@](C[C@@H](C4=C3O)O)(C(=O)CO)O)O (adriamycinone). Reaction SMILES: [CH3:1][O:2][C:3]1[C:8]2[C:9]([C:11]3[C:22]([OH:23])=[C:21]4[C:16]([CH2:17][C@@:18]([OH:29])([C:25]([CH2:27]Br)=[O:26])[CH2:19][C@@H:20]4[OH:24])=[C:15]([OH:30])[C:12]=3[C:13](=[O:14])[C:7]=2[CH:6]=[CH:5][CH:4]=1)=[O:10].C(Cl)(Cl)Cl.[OH-:35].[Na+]>CC(C)=O>[CH3:1][O:2][C:3]1[C:8]2[C:9]([C:11]3[C:22]([OH:23])=[C:21]4[C:16]([CH2:17][C@@:18]([OH:29])([C:25]([CH2:27][OH:35])=[O:26])[CH2:19][C@@H:20]4[OH:24])=[C:15]([OH:30])[C:12]=3[C:13](=[O:14])[C:7]=2[CH:6]=[CH:5][CH:4]=1)=[O:10] |f:2.3|. Procedure: In order to introduce a hydroxyl group at the 14- position of compound (IX), said position is first provided with a bromine atom in conventional bromination step (Br2, CHCl3, 23°, 16 hrs). The 14-bromodaunomycinone (X), after being freed of CHCl3, is dissolved in aqueous acetone and subjected to hydrolysis with NaOH (1.1 eq, reflux 5 mins) to afford adriamycinone (XI) which is recovered after water workup and extraction with CHCl3 /MeOH. This portion of the process forms the subject of Example 7...